Task: describe an organic reaction: reactants, conditions, products, and yield. Dataset: the Open Reaction Database (ORD), a public repository of structured organic reaction records The reactants are O=C([O-])[O-], COC1(OC)CCN(C(=O)OCc2ccccc2)CC1, ClCCl, [Na+], [Na+], Oc1ncccc1-n1cccc1. Yields the product O=C(OCc1ccccc1)N1CCC2(CC1)Oc1ncccc1-n1cccc12. As a reaction SMILES: [C:33](=[O:34])([O-:35])[O-:36].[CH3:13][O:14][C:15]1([O:31][CH3:32])[CH2:16][CH2:17][N:18]([C:21](=[O:22])[O:23][CH2:24][c:25]2[cH:26][cH:27][cH:28][cH:29][cH:30]2)[CH2:19][CH2:20]1.[Cl:39][CH2:40][Cl:41].[Na+:37].[Na+:38].[n:1]1(-[c:6]2[c:7]([OH:12])[n:8][cH:9][cH:10][cH:11]2)[cH:2][cH:3][cH:4][cH:5]1>>[n:1]12[cH:2][cH:3][cH:4][c:5]1[C:15]1([O:12][c:7]3[c:6]-2[cH:11][cH:10][cH:9][n:8]3)[CH2:16][CH2:17][N:18]([C:21](=[O:22])[O:23][CH2:24][c:25]2[cH:26][cH:27][cH:28][cH:29][cH:30]2)[CH2:19][CH2:20]1. Starting materials: ClC1=CC2=C(NC(CC(N2C2=CC=CC=C2)=O)=O)C=C1 (7-chloro-5-phenyl-1H-1,5-benzodiazepine-2,4-dione), [N+](=[N-])=C (diazomethane). The solvent is CO (methanol), CCOCC (ether). Reaction conditions: time 1 hour. Product: COC=1CC(N(C2=C(N1)C=CC(=C2)Cl)C2=CC=CC=C2)=O (2-Methoxy-7-chloro-5-phenyl-3H-1,5-benzodiazepin-4-one). Reaction SMILES: [Cl:1][C:2]1[CH:20]=[CH:19][C:5]2[NH:6][C:7](=[O:18])[CH2:8][C:9](=[O:17])[N:10]([C:11]3[CH:16]=[CH:15][CH:14]=[CH:13][CH:12]=3)[C:4]=2[CH:3]=1.[N+](=[CH2:23])=[N-]>CO.CCOCC>[CH3:23][O:18][C:7]1[CH2:8][C:9](=[O:17])[N:10]([C:11]2[CH:16]=[CH:15][CH:14]=[CH:13][CH:12]=2)[C:4]2[CH:3]=[C:2]([Cl:1])[CH:20]=[CH:19][C:5]=2[N:6]=1. Reported procedure: To 11.4 g of 7-chloro-5-phenyl-1H-1,5-benzodiazepine-2,4-dione stirred in 150 ml methanol is added, dropwise, approximately 2.1 g of diazomethane in ether. After addition is complete, the reaction is stirred for 1 hour and filtered. The filtrate is evaporated and the residue diluted with a small amount of ether. The suspension is filtered and the filtrate evaporated to give the title compound.